From a dataset of the Open Reaction Database (ORD), a public repository of structured organic reaction records. describe an organic reaction: reactants, conditions, products, and yield Starting materials: [H-].[Na+] (sodium hydride), FC=1C=C2C(=CNC2=CC1)C=1CCN(CC1)C (5-fluoro-3-(1-methyl-1,2,3,6-tetrahydropyridin-4-yl)-1H-indole), C(C)(=O)OC(C)=O (acetic anhydride). Solvent: CN(C=O)C (dimethylformamide). Product: C(C)(=O)N1C=C(C2=CC(=CC=C12)F)C=1CCN(CC1)C (1-acetyl-5-fluoro-3-(1-methyl-1,2,3,6-tetrahydropyridin-4-yl)-1H-indole). The yield is 85.7%. Reaction SMILES: [F:1][C:2]1[CH:3]=[C:4]2[C:8](=[CH:9][CH:10]=1)[NH:7][CH:6]=[C:5]2[C:11]1[CH2:12][CH2:13][N:14]([CH3:17])[CH2:15][CH:16]=1.[H-].[Na+].[C:20](OC(=O)C)(=[O:22])[CH3:21]>CN(C)C=O>[C:20]([N:7]1[C:8]2[C:4](=[CH:3][C:2]([F:1])=[CH:10][CH:9]=2)[C:5]([C:11]2[CH2:12][CH2:13][N:14]([CH3:17])[CH2:15][CH:16]=2)=[CH:6]1)(=[O:22])[CH3:21] |f:1.2|. Procedure details: To a mixture of 0.90 gm (3.94 mMol) 5-fluoro-3-(1-methyl-1,2,3,6-tetrahydropyridin-4-yl)-1H-indole in 20 mL dimethylformamide were added 0.17 gm (4.3 mMol) sodium hydride (60% dispersion in mineral oil). The mixture was stirred for one hour at room temperature at which time 0.47 mL (5.0 mMol) acetic anhydride were added. The reaction mixture was then concentrated under reduced pressure and the residue partitioned between chloroform and water. The organic phase was separated, dried over sodium su... Starting materials: Cl (hydrochloric acid), COC1=NC(=NC(=C1)OC)OC=1C=CC=C2C(OC(=O)C12)OC (7-[(4,6-dimethoxy-pyrimidin-2-yl)oxy]-3-methoxyphthalide). Solvent: O1CCCC1 (tetrahydrofuran). Yields the product COC1=NC(=NC(=C1)OC)OC=1C=CC=C2C(OC(=O)C12)O (7-[(4,6-dimethoxy-pyrimidin-2-yl)oxy]-3-hydroxy-phthalide). Reaction SMILES: [CH3:1][O:2][C:3]1[CH:8]=[C:7]([O:9][CH3:10])[N:6]=[C:5]([O:11][C:12]2[CH:13]=[CH:14][CH:15]=[C:16]3[C:21]=2[C:19](=[O:20])[O:18][CH:17]3[O:22]C)[N:4]=1.Cl>O1CCCC1>[CH3:10][O:9][C:7]1[CH:8]=[C:3]([O:2][CH3:1])[N:4]=[C:5]([O:11][C:12]2[CH:13]=[CH:14][CH:15]=[C:16]3[C:21]=2[C:19](=[O:20])[O:18][CH:17]3[OH:22])[N:6]=1. Procedure: 15.2 g of 7-[(4,6-dimethoxy-pyrimidin-2-yl)oxy]-3-methoxyphthalide (see Example 8) are heated at reflux temperature in a 1:1 mixture of tetrahydrofuran and hydrochloric acid for 3 hours. Concentration is then carried out under reduced pressure and the resulting crystals are filtered off and washed with water to yield pure 7-[(4,6-dimethoxy-pyrimidin-2-yl)oxy]-3-hydroxy-phthalide, m.p. 143°-145° C.; IR (KBr): 1770 cm-1 ; 1H-NMR (CDCl3): 6.60 ppm (s, 1H). The reactants are CN(CC(=O)O)NC(=O)NCc1ccc(Cl)cc1, CCOC(OCC)C(C)N(Cc1cccc2ccccc12)C(=O)C(N)CCCCNC(=O)OC(C)(C)C. Yields the product CCOC(OCC)C(C)N(Cc1cccc2ccccc12)C(=O)C(CCCCNC(=O)OC(C)(C)C)NC(=O)CN(C)NC(=O)NCc1ccc(Cl)cc1. As a reaction SMILES: [Cl:1][c:2]1[cH:3][cH:4][c:5]([CH2:6][NH:7][C:8](=[O:9])[NH:10][N:11]([CH3:12])[CH2:13][C:14](=[O:15])[OH:16])[cH:17][cH:18]1.[NH2:19][CH:20]([CH2:21][CH2:22][CH2:23][CH2:24][NH:25][C:26]([O:27][C:28]([CH3:29])([CH3:30])[CH3:31])=[O:32])[C:33](=[O:34])[N:35]([CH2:36][c:37]1[cH:38][cH:39][cH:40][c:41]2[cH:42][cH:43][cH:44][cH:45][c:46]12)[CH:47]([CH:48]([O:49][CH2:50][CH3:51])[O:52][CH2:53][CH3:54])[CH3:55]>>[Cl:1][c:2]1[cH:3][cH:4][c:5]([CH2:6][NH:7][C:8](=[O:9])[NH:10][N:11]([CH3:12])[CH2:13][C:14](=[O:16])[NH:19][CH:20]([CH2:21][CH2:22][CH2:23][CH2:24][NH:25][C:26]([O:27][C:28]([CH3:29])([CH3:30])[CH3:31])=[O:32])[C:33](=[O:34])[N:35]([CH2:36][c:37]2[cH:38][cH:39][cH:40][c:41]3[cH:42][cH:43][cH:44][cH:45][c:46]23)[CH:47]([CH:48]([O:49][CH2:50][CH3:51])[O:52][CH2:53][CH3:54])[CH3:55])[cH:17][cH:18]1. Reactants: OCCN1CCNCC1 (N-(2-hydroxyethyl)piperazine), COC=1C(=C(C2=C(CCC(O2)(C)CCOS(=O)(=O)C2=CC=C(C=C2)C)C1C)C)C (3,4-dihydro-6-methoxy-2-[2-(p-toluenesulfonyloxy)ethyl]-2,5,7,8-tetramethyl-2H-benzopyran), C1(=CC=CC=C1)C (toluene). Run in O (water). Product: COC=1C(=C(C2=C(CCC(O2)(C)CCN2CCN(CC2)CCO)C1C)C)C (1-[2-(3,4-dihydro-6-methoxy-2,5,7,8-tetramethyl-2H-benzopyran-2-yl)ethyl]-4-(2-hydroxyethyl)piperazine). Yield: 81.4%. Reaction SMILES: [OH:1][CH2:2][CH2:3][N:4]1[CH2:9][CH2:8][NH:7][CH2:6][CH2:5]1.[CH3:10][O:11][C:12]1[C:13]([CH3:38])=[C:14]([CH3:37])[C:15]2[O:20][C:19]([CH2:22][CH2:23]OS(C3C=CC(C)=CC=3)(=O)=O)([CH3:21])[CH2:18][CH2:17][C:16]=2[C:35]=1[CH3:36].C1(C)C=CC=CC=1>O>[CH3:10][O:11][C:12]1[C:13]([CH3:38])=[C:14]([CH3:37])[C:15]2[O:20][C:19]([CH2:22][CH2:23][N:7]3[CH2:8][CH2:9][N:4]([CH2:3][CH2:2][OH:1])[CH2:5][CH2:6]3)([CH3:21])[CH2:18][CH2:17][C:16]=2[C:35]=1[CH3:36]. Reported procedure: A solution composed of 20 g of N-(2-hydroxyethyl)piperazine, 5 g of 3,4-dihydro-6-methoxy-2-[2-(p-toluenesulfonyloxy)ethyl]-2,5,7,8-tetramethyl-2H-benzopyran and 100 ml of toluene was refluxed for 8 hours in a nitrogen atmosphere. After cooling to room temperature, the reaction mixture was poured into water and extracted with diethyl ether. The extract was washed with water and dried over anhydrous sodium sulfate. Low-boiling substances were distilled off under reduced pressure and the residue w... Starting materials: O=C(O)c1ccc(Br)cc1F, O=C(O)CCc1ccc(OCc2ccccc2)cc1, O=C(CCc1ccc(OCc2ccccc2)cc1)Sc1ccccn1. The product is O=C(Sc1ccccn1)c1ccc(Br)cc1F. RXN SMILES: [Br:26][c:27]1[cH:28][c:29]([F:36])[c:30]([C:31](=[O:32])[OH:33])[cH:34][cH:35]1.[CH2:37]([O:38][c:39]1[cH:40][cH:41][c:42]([CH2:43][CH2:44][C:45]([OH:46])=[O:47])[cH:48][cH:49]1)[c:50]1[cH:51][cH:52][cH:53][cH:54][cH:55]1.[n:1]1[c:2]([S:7][C:8](=[O:9])[CH2:10][CH2:11][c:12]2[cH:13][cH:14][c:15]([O:16][CH2:17][c:18]3[cH:19][cH:20][cH:21][cH:22][cH:23]3)[cH:24][cH:25]2)[cH:3][cH:4][cH:5][cH:6]1>>[n:1]1[c:2]([S:7][C:31]([c:30]2[c:29]([F:36])[cH:28][c:27]([Br:26])[cH:35][cH:34]2)=[O:33])[cH:3][cH:4][cH:5][cH:6]1. Starting materials: BrC=1C=C(C(=NC1)NC1CC1)C(=O)NC=1C(=NC(=CC1C)Cl)Cl (5-bromo-2-(cyclopropylamino)-N-(2,6-dichloro-4-methyl-3-pyridinyl)-3-pyridinecarboxamide), solution, C[Si](C)(C)[N-][Si](C)(C)C.[Na+] (NaHMDS), C1CCOC1 (THF). The solvent is N1=CC=CC=C1 (pyridine). Reaction conditions: temperature 50 celsius, time 3 hour. Yields the product BrC1=CC2=C(N(C3=C(NC2=O)C(=CC(=N3)Cl)C)C3CC3)N=C1 (8-Bromo-2-chloro-11-cyclopropyl-5,11-dihydro4methyl-6H-dipyrido[3,2-b:2′,3′-e][1,4]diazepin-6-one). Isolated yield 33.2%. RXN SMILES: [Br:1][C:2]1[CH:3]=[C:4]([C:12]([NH:14][C:15]2[C:16](Cl)=[N:17][C:18]([Cl:22])=[CH:19][C:20]=2[CH3:21])=[O:13])[C:5]([NH:8][CH:9]2[CH2:11][CH2:10]2)=[N:6][CH:7]=1.C[Si]([N-][Si](C)(C)C)(C)C.[Na+].C1COCC1>N1C=CC=CC=1>[Br:1][C:2]1[CH:7]=[N:6][C:5]2[N:8]([CH:9]3[CH2:11][CH2:10]3)[C:16]3[N:17]=[C:18]([Cl:22])[CH:19]=[C:20]([CH3:21])[C:15]=3[NH:14][C:12](=[O:13])[C:4]=2[CH:3]=1 |f:1.2|. Procedure details: A solution of 5-bromo-2-(cyclopropylamino)-N-(2,6-dichloro-4-methyl-3-pyridinyl)-3-pyridinecarboxamide (105 mg, 0.254 mmol) in pyridine (3.0 mL) was heated to 50° C. while a 1 M solution of NaHMDS in THF (0.53 mL, 0.53 mmol) was added. The resulting solution was stirred at 50° C. for 3 h. The reaction was quenched with aqueous saturated NH4Cl, diluted with water and extracted with EtOAc (3×). The combined organic extracts were washed with brine, dried (MgSO4), filtered and concentrated under red...